From a dataset of the Open Reaction Database (ORD), a public repository of structured organic reaction records. describe an organic reaction: reactants, conditions, products, and yield The reactants are C(C)(C)(C)C=1C=C2C(C(=O)NC2=O)=CC1 (4-t-butylphthalimide), [OH-].[NH4+] (ammonium hydroxide). Reaction conditions: time 3 hour. Product: C(C)(C)(C)C=1C=C(C(C(=O)N)=CC1)C(=O)N (4-t-butylphthalamide). As a reaction SMILES: [C:1]([C:5]1[CH:6]=[C:7]2[C:12](=[O:13])[NH:11][C:9](=[O:10])[C:8]2=[CH:14][CH:15]=1)([CH3:4])([CH3:3])[CH3:2].[OH-].[NH4+:17]>>[C:1]([C:5]1[CH:6]=[C:7]([C:12]([NH2:11])=[O:13])[C:8](=[CH:14][CH:15]=1)[C:9]([NH2:17])=[O:10])([CH3:4])([CH3:3])[CH3:2] |f:1.2|. Procedure details: A 4 liter conical flask was then charged with 137.4 grams (0.6757 mole) of 4-t-butylphthalimide and 2 liters of 29 percent ammonium hydroxide solution and the solution was stirred vigorously with a mechanical stirrer. After 3 hours, the creamy suspension was suction filtered and washed with a small amount of water. The faint green powder was dried at 120° C. for one day to yield 134.19 grams of 4-t-butylphthalamide, which exhibited a melting point of 172° to 175° C. The identity of the 4-t-butyl...